Dataset: the Open Reaction Database (ORD), a public repository of structured organic reaction records. Task: describe an organic reaction: reactants, conditions, products, and yield Reactants: C(C)(C)C1=C(N)C(=CC=C1)C(C)C (2,6-diisopropyl aniline), C(C=C)Cl (allyl chloride), [OH-].[Na+] (NaOH). Run in O (water). Yields the product C(C=C)NC1=C(C=CC=C1C(C)C)C(C)C (N-allyl-2,6-diisopropyl aniline). Yield: 84.3%. Reaction SMILES: [CH:1]([C:4]1[CH:10]=[CH:9][CH:8]=[C:7]([CH:11]([CH3:13])[CH3:12])[C:5]=1[NH2:6])([CH3:3])[CH3:2].[CH2:14](Cl)[CH:15]=[CH2:16].[OH-].[Na+]>O>[CH2:16]([NH:6][C:5]1[C:4]([CH:1]([CH3:3])[CH3:2])=[CH:10][CH:9]=[CH:8][C:7]=1[CH:11]([CH3:13])[CH3:12])[CH:15]=[CH2:14] |f:2.3|. Procedure: A solution containing 2,6-diisopropyl aniline (35.4 g, 0.2 mol) and allyl chloride (7.6 g, 0.10 mol) was refluxed for 12 hr and then poured into water (400 ml). Adding an aqueous NaOH solution to the reaction mixture made the mixture basic. After extraction with diethyl ether (3×50 ml) and distillation (73.25 Pa, 92° C.), 18.33 g (84.3%) of N-allyl-2,6-diisopropyl aniline was isolated. Nd30=1.5205. 1H-NMR (ppm,CDCl3): δ=7.10(d, 2H, Ph-Hm), 6.81(t, 1H, Ph-Hp), 6.05(m, 1H, CH═C), 5.34(d, 1H, C═C—H... Starting materials: [H-].C(C(C)C)[Al+]CC(C)C (Diisobutylaluminium hydride), solution, [Cl-].[NH4+] (ammonium chloride), [Cl-].[NH4+] (ammonium chloride), ClC=1C=C(C=CC1Cl)C(C#N)CCOC1OCCCC1 (2-(3,4-Dichlorophenyl)-4-(tetrahydropyran-2-yloxy)butanenitrile), [C@@H]([C@H](C(=O)[O-])O)(C(=O)[O-])O.[Na+].[K+] (Rochelle's salt). Solvent: C1(=CC=CC=C1)C (toluene), O (water), O (Water), C1(=CC=CC=C1)C (toluene). Run at temperature -78 celsius, time 1.5 hour. Product: ClC=1C=C(C=CC1Cl)C(C=O)CCOC1OCCCC1 (2-(3,4-dichlorophenyl)-4-(tetrahydropyran-2-yloxy)butan-1-al). As a reaction SMILES: [Cl:1][C:2]1[CH:3]=[C:4]([CH:9]([CH2:12][CH2:13][O:14][CH:15]2[CH2:20][CH2:19][CH2:18][CH2:17][O:16]2)[C:10]#N)[CH:5]=[CH:6][C:7]=1[Cl:8].[H-].C([Al+]CC(C)C)C(C)C.[Cl-].[NH4+].[C@H](O)(C([O-])=O)[C@@H](O)C([O-])=[O:36].[Na+].[K+]>C1(C)C=CC=CC=1.O>[Cl:1][C:2]1[CH:3]=[C:4]([CH:9]([CH2:12][CH2:13][O:14][CH:15]2[CH2:20][CH2:19][CH2:18][CH2:17][O:16]2)[CH:10]=[O:36])[CH:5]=[CH:6][C:7]=1[Cl:8] |f:1.2,3.4,5.6.7|. Procedure details: 2-(3,4-Dichlorophenyl)-4-(tetrahydropyran-2-yloxy)butanenitrile (20.2 g) (see Preparation 26) was dissolved in anhydrous toluene (300 ml) and cooled to −78° C. under a nitrogen atmosphere. Diisobutylaluminium hydride (85.6 ml of a 1.0M solution in toluene) was then added dropwise. The mixture was stirred at −78° C. for 1.5 hours and then allowed to warm slowly to −40° C. Water (100 ml) and saturated aqueous ammonium chloride solution (50 ml) were carefully added (exothermic reaction) and the mix... Starting materials: NaH2PO4, COC(N(CC1=C(C=CC(=C1)C(F)(F)F)C1=C(C=CC(=C1)C(C)C)OC)CC1=CC(=CC(=C1)C(F)(F)F)C=O)=O (methyl[3-formyl-5-(trifluoromethyl)benzyl]{[5′-isopropyl-2′-methoxy-4-(trifluoromethyl)biphenyl-2-yl]methyl}carbamate), CC(C)=CC (2-methyl 2-butene), Cl (HCl), [O-]Cl=O.[Na+] (NaClO2). Run in CCOC(=O)C (EtOAc), C1CCOC1 (THF), C(C)(C)(C)O (t-butanol), O (H2O). Run at time 2 hour. Yields the product C(C)(C)C=1C=CC(=C(C1)C1=C(C=C(C=C1)C(F)(F)F)CN(C(=O)OC)CC=1C=C(C(=O)O)C=C(C1)C(F)(F)F)OC (3-{[{[5′-isopropyl-2′-methoxy-4-(trifluoromethyl)biphenyl-2-yl]methyl}(methoxycarbonyl)amino]methyl}-5-(trifluoromethyl)benzoic acid). RXN SMILES: [CH3:1][O:2][C:3](=[O:40])[N:4]([CH2:27][C:28]1[CH:33]=[C:32]([C:34]([F:37])([F:36])[F:35])[CH:31]=[C:30]([CH:38]=[O:39])[CH:29]=1)[CH2:5][C:6]1[CH:11]=[C:10]([C:12]([F:15])([F:14])[F:13])[CH:9]=[CH:8][C:7]=1[C:16]1[CH:21]=[C:20]([CH:22]([CH3:24])[CH3:23])[CH:19]=[CH:18][C:17]=1[O:25][CH3:26].CC(=CC)C.[O-:46]Cl=O.[Na+].Cl>C1COCC1.O.CCOC(C)=O.C(O)(C)(C)C>[CH:22]([C:20]1[CH:19]=[CH:18][C:17]([O:25][CH3:26])=[C:16]([C:7]2[CH:8]=[CH:9][C:10]([C:12]([F:15])([F:14])[F:13])=[CH:11][C:6]=2[CH2:5][N:4]([CH2:27][C:28]2[CH:29]=[C:30]([CH:31]=[C:32]([C:34]([F:37])([F:36])[F:35])[CH:33]=2)[C:38]([OH:46])=[O:39])[C:3]([O:2][CH3:1])=[O:40])[CH:21]=1)([CH3:24])[CH3:23] |f:2.3|. Procedure details: To a solution of methyl[3-formyl-5-(trifluoromethyl)benzyl]{[5′-isopropyl-2′-methoxy-4-(trifluoromethyl)biphenyl-2-yl]methyl}carbamate (37.0 mg, 0.065 mmol) (Example 40) in THF (123 μL) was added t-butanol (360 μL), 2-methyl 2-butene (123 μL), and a solution of NaClO2 (12.9 mg, 0.014 mmol) and NaH2PO4 (19.7 mg, 0.014 mmol) in H2O (152 μL). The reaction was stirred vigorously for two hours at room temperature, diluted with EtOAc (30 mL), and poured into 1N HCl (10 mL). The aqueous layer was extra... Starting materials: Cl.N[C@H]1CCC2=C(C=CC=C12)C1=NN=C(S1)C=1C=CC(=C(C#N)C1)OC(C)C ((S)-5-(5-(1-amino-2,3-dihydro-1H-inden-4-yl)-1,3,4-thiadiazol-2-yl)-2-isopropoxybenzonitrile hydrochloride), TEA, ClCCS(=O)(=O)Cl (2-chloroethanesulfonyl chloride). Run in C(Cl)Cl (DCM). Conditions: time 2 hour. Product: C(#N)C=1C=C(C=CC1OC(C)C)C1=NN=C(S1)C1=C2CC[C@@H](C2=CC=C1)NS(=O)(=O)C=C ((S)-N-(4-(5-(3-cyano-4-isopropoxyphenyl)-1,3,4-thiadiazol-2-yl)-2,3-dihydro-1H-inden-1-yl)ethenesulfonamide). The yield is 13.4%. Reaction SMILES: Cl.[NH2:2][C@@H:3]1[C:11]2[C:6](=[C:7]([C:12]3[S:16][C:15]([C:17]4[CH:18]=[CH:19][C:20]([O:25][CH:26]([CH3:28])[CH3:27])=[C:21]([CH:24]=4)[C:22]#[N:23])=[N:14][N:13]=3)[CH:8]=[CH:9][CH:10]=2)[CH2:5][CH2:4]1.Cl[CH2:30][CH2:31][S:32](Cl)(=[O:34])=[O:33]>C(Cl)Cl>[C:22]([C:21]1[CH:24]=[C:17]([C:15]2[S:16][C:12]([C:7]3[CH:8]=[CH:9][CH:10]=[C:11]4[C:6]=3[CH2:5][CH2:4][C@@H:3]4[NH:2][S:32]([CH:31]=[CH2:30])(=[O:34])=[O:33])=[N:13][N:14]=2)[CH:18]=[CH:19][C:20]=1[O:25][CH:26]([CH3:28])[CH3:27])#[N:23] |f:0.1|. Procedure: To a stirred solution of (5)-5-(5-(1-amino-2,3-dihydro-1H-inden-4-yl)-1,3,4-thiadiazol-2-yl)-2-isopropoxybenzonitrile hydrochloride 4 (40 mg, 0.5 mmol) and TEA (49 mg, 0.48 mmol) in DCM (2 mL) was added 2-chloroethanesulfonyl chloride (79 mg, 0.48 mmol) at 0° C. The reaction was warmed to room temperature and stirred for 2 h. The reaction was quenched by the addition of NaHCO3. The product was purified by chromatography (EA/hexane) to provide 30 mg (66%) of (S)-N-(4-(5-(3-cyano-4-isopropoxypheny... Reactants: OCC(C)(C)S(=O)(=O)CC(C(=O)OCC1=CC=CC=C1)CC1=CC=CC=C1 (benzyl rac-α-[[(2-hydroxyl-1,1-dimethylethyl)sulfonyl]methyl]hydrocinnamate), COCC(=O)Cl (methoxyacetyl chloride), S(O)(O)(=O)=O (sulphuric acid). Reagents/catalysts: CN(C1=CC=NC=C1)C (4-dimethylaminopyridine). Solvent: N1=CC=CC=C1 (pyridine). Reaction conditions: time 15 hour. The product is COCC(=O)OCC(C)(C)S(=O)(=O)CC(C(=O)OCC1=CC=CC=C1)CC1=CC=CC=C1 (benzyl rac-α-[[[2-(methoxyacetoxy)-1,1-dimethylethyl]sulfonyl]methyl]hydrocinnamate). The yield is 36.0%. As a reaction SMILES: [OH:1][CH2:2][C:3]([S:6]([CH2:9][CH:10]([CH2:21][C:22]1[CH:27]=[CH:26][CH:25]=[CH:24][CH:23]=1)[C:11]([O:13][CH2:14][C:15]1[CH:20]=[CH:19][CH:18]=[CH:17][CH:16]=1)=[O:12])(=[O:8])=[O:7])([CH3:5])[CH3:4].[CH3:28][O:29][CH2:30][C:31](Cl)=[O:32].S(=O)(=O)(O)O>CN(C)C1C=CN=CC=1.N1C=CC=CC=1>[CH3:28][O:29][CH2:30][C:31]([O:1][CH2:2][C:3]([S:6]([CH2:9][CH:10]([CH2:21][C:22]1[CH:23]=[CH:24][CH:25]=[CH:26][CH:27]=1)[C:11]([O:13][CH2:14][C:15]1[CH:16]=[CH:17][CH:18]=[CH:19][CH:20]=1)=[O:12])(=[O:8])=[O:7])([CH3:5])[CH3:4])=[O:32]. Reported procedure: A mixture of 422 mg (1.08 mmol) of benzyl rac-α-[[(2-hydroxyl-1,1-dimethylethyl)sulfonyl]methyl]hydrocinnamate, 2 ml (2.2 mmol) of methoxyacetyl chloride and 100 mg (0.8 mmol) of 4-dimethylaminopyridine in 2 ml of pyridine was stirred at 900 for 15 hours. Subsequently, the mixture was poured on to ice and 150 ml of 3N sulphuric acid and extracted three times with 300 ml of ether each time. The organic extracts were then washed with in each case 150 ml of ice-cold 3N sulphuric acid, water, 1M sod... Reactants: FC=1C=C(C=CC1O)N1C2(CCC2)C(N(C1=S)C=1C=C(C(=NC1)C#N)C(F)(F)F)=O (5-(5-(3-fluoro-4-hydroxyphenyl)-8-oxo-6-thioxo-5,7-diazaspiro[3.4]octan-7-yl)-3-(trifluoromethyl)picolinonitrile), C(C1=CC=CC=C1)O (benzyl alcohol), N(=NC(=O)OC(C)C)C(=O)OC(C)C (diisopropyl azodicarboxylate). The solvent is C1CCOC1 (THF). Run at time 2 day. Product: C(C1=CC=CC=C1)OC1=C(C=C(C=C1)N1C2(CCC2)C(N(C1=S)C=1C=C(C(=NC1)C#N)C(F)(F)F)=O)F (5-(5-(4-(Benzyloxy)-3-fluorophenyl)-8-oxo-6-thioxo-5,7-diazaspiro[3.4]octan-7-yl)-3-(trifluoromethyl)picolinonitrile). As a reaction SMILES: [F:1][C:2]1[CH:3]=[C:4]([N:9]2[C:16](=[S:17])[N:15]([C:18]3[CH:19]=[C:20]([C:26]([F:29])([F:28])[F:27])[C:21]([C:24]#[N:25])=[N:22][CH:23]=3)[C:14](=[O:30])[C:10]32[CH2:13][CH2:12][CH2:11]3)[CH:5]=[CH:6][C:7]=1[OH:8].[CH2:31](O)[C:32]1[CH:37]=[CH:36][CH:35]=[CH:34][CH:33]=1.N(C(OC(C)C)=O)=NC(OC(C)C)=O>C1COCC1>[CH2:31]([O:8][C:7]1[CH:6]=[CH:5][C:4]([N:9]2[C:16](=[S:17])[N:15]([C:18]3[CH:19]=[C:20]([C:26]([F:29])([F:27])[F:28])[C:21]([C:24]#[N:25])=[N:22][CH:23]=3)[C:14](=[O:30])[C:10]32[CH2:11][CH2:12][CH2:13]3)=[CH:3][C:2]=1[F:1])[C:32]1[CH:37]=[CH:36][CH:35]=[CH:34][CH:33]=1. Procedure details: A mixture of 5-(5-(3-fluoro-4-hydroxyphenyl)-8-oxo-6-thioxo-5,7-diazaspiro[3.4]octan-7-yl)-3-(trifluoromethyl)picolinonitrile (Example 1, 100 mg, 0.23 mmol), benzyl alcohol (35 μL, 0.30 mmol) triphenylphosphine (79 mg, 0.30 mmol), and diisopropyl azodicarboxylate (60 μL, 0.30 mmol) in THF (5 mL) was stirred at room temperature for 2 days then heated to 60° C. overnight. The reaction mixture was absorbed on silica gel and purified by column chromatography on silica gel eluting with 0 to 50% EtOAc... The reactants are OCCNC1=C(C=C(C(=C1)[N+](=O)[O-])OC)C (2-(2'-hydroxyethyl)amino-4-nitro-5-methoxytoluene). Reagents/catalysts: [Pd] (Palladium/Carbon). The solvent is C(C)O (ethanol). The product is NC1=CC(=C(C=C1OC)C)NCCO (4-amino-2-(2'-hydroxyethyl)amino-5-methoxytoluene). As a reaction SMILES: [OH:1][CH2:2][CH2:3][NH:4][C:5]1[CH:10]=[C:9]([N+:11]([O-])=O)[C:8]([O:14][CH3:15])=[CH:7][C:6]=1[CH3:16]>C(O)C.[Pd]>[NH2:11][C:9]1[C:8]([O:14][CH3:15])=[CH:7][C:6]([CH3:16])=[C:5]([NH:4][CH2:3][CH2:2][OH:1])[CH:10]=1. Procedure details: 3 g (15 mmol) of 2-(2'-hydroxyethyl)amino-4-nitro-5-methoxytoluene were hydrogenated using a catalytic amount of Palladium/Carbon (5% Pd) in 100 ml absolute ethanol. After filtration of the catalyst the solvent was completely distilled away and the green crystals were recrystallized from methanol. 2.2 g (83% of the theoretical yield) of the 4-amino-2-(2'-hydroxyethyl)amino-5-methoxytoluene were obtained and melted at 148° C. The reactants are FC1=CC=CC(=N1)C(=O)NN (6-fluoro-2-pyridinecarbohydrazide), N1=NC(=CC=C1)C(=O)O (3-pyridazine carboxylic acid), FC1=CC=CC(=N1)C(=O)O (6-fluoro-2-pyridinecarboxylic acid). Product: N1=NC(=CC=C1)C(=O)NN (3-Pyridazinecarbohydrazide). Reaction SMILES: FC1[N:7]=[C:6]([C:8]([NH:10][NH2:11])=[O:9])[CH:5]=[CH:4][CH:3]=1.[N:12]1C=CC=C(C(O)=O)N=1.FC1N=C(C(O)=O)C=CC=1>>[N:12]1[CH:3]=[CH:4][CH:5]=[C:6]([C:8]([NH:10][NH2:11])=[O:9])[N:7]=1. Reported procedure: 3-Pyridazinecarbohydrazide was prepared in a manner analogous to that described above for 6-fluoro-2-pyridinecarbohydrazide (I23) but using 3-pyridazine carboxylic acid (CAS [2164-61-6], commercially available e.g. from Apollo Scientific, Shanghai AOKChem or Manchester Organics) in the place of 6-fluoro-2-pyridinecarboxylic acid.